Dataset: the Open Reaction Database (ORD), a public repository of structured organic reaction records. Task: describe an organic reaction: reactants, conditions, products, and yield The reactants are CN(C(=O)Cl)c1ccccc1, Oc1cccc2c1CCCC2. Reaction SMILES: [CH3:12][N:13]([C:14](=[O:15])[Cl:16])[c:17]1[cH:18][cH:19][cH:20][cH:21][cH:22]1.[OH:1][c:2]1[cH:3][cH:4][cH:5][c:6]2[c:11]1[CH2:10][CH2:9][CH2:8][CH2:7]2>>[O:1]([c:2]1[cH:3][cH:4][cH:5][c:6]2[c:11]1[CH2:10][CH2:9][CH2:8][CH2:7]2)[C:14]([N:13]([CH3:12])[c:17]1[cH:18][cH:19][cH:20][cH:21][cH:22]1)=[O:15]. Yields the product CN(C(=O)Oc1cccc2c1CCCC2)c1ccccc1. Reactants: COC(C(=O)OC)OC (methyl dimethoxyacetate), CC1=CC=C(CN)C=C1 (4-methylbenzylamine). The solvent is CCOC(=O)C (EtOAc). Reaction conditions: temperature 140 celsius. Product: COC(C(=O)NCC1=CC=C(C=C1)C)OC (2,2-Dimethoxy-N-(4-methylbenzyl)-acetamide). Reaction SMILES: [CH3:1][O:2][CH:3]([O:8][CH3:9])[C:4](OC)=[O:5].[CH3:10][C:11]1[CH:18]=[CH:17][C:14]([CH2:15][NH2:16])=[CH:13][CH:12]=1>CCOC(C)=O>[CH3:1][O:2][CH:3]([O:8][CH3:9])[C:4]([NH:16][CH2:15][C:14]1[CH:17]=[CH:18][C:11]([CH3:10])=[CH:12][CH:13]=1)=[O:5]. Reported procedure: A mixture of methyl dimethoxyacetate (1.35 g, 9.96 mmol) and 4-methylbenzylamine (1.21 g, 9.98 mmol) in a sealable tube was heated in a microwave reactor to 140° C. for 50 min. The reaction mixture was diluted with EtOAc (≈60 mL), washed with diluted aq. HCl, water, sat. NaHCO3 solution, and brine, and dried over MgSO4. The EtOAc extract was filtered, concentrated, and dried in vacuo overnight to give the title compound as pale yellow oil. It was used for the next step without further purificati...